This data is from the Open Reaction Database (ORD), a public repository of structured organic reaction records. The task is: describe an organic reaction: reactants, conditions, products, and yield Starting materials: COC=1C=CC2=C(CCN(C(N2)=O)C2CCN(CC2)C2=CC(=NC=N2)C(=O)O)C1 (6-[4-(7-methoxy-2-oxo-1,2,4,5-tetrahydro-1,3-benzodiazepin-3-yl)-piperidin-1-yl]-pyrimidine-4-carboxylic acid), CN(C)C(=[N+](C)C)ON1C2=C(C=CC=C2)N=N1.[B-](F)(F)(F)F (TBTU), N1C(CC2=CC=CC=C12)CO ((2,3-dihydro-1H-indole-2-yl)-methanol), TEA. Solvent: CN(C)C=O (DMF). Run at time 8 hour. The product is OCC1N(C2=CC=CC=C2C1)C(=O)C1=CC(=NC=N1)N1CCC(CC1)N1C(NC2=C(CC1)C=C(C=C2)OC)=O (3-{1-[6-(2-hydroxymethyl-2,3-dihydro-indole-1-carbonyl)-pyrimidin-4-yl]-piperidin-4-yl}-7-methoxy-1,3,4,5-tetrahydro-benzo[d][1,3]diazepin-2-one). Reaction SMILES: [CH3:1][O:2][C:3]1[CH:4]=[CH:5][C:6]2[NH:12][C:11](=[O:13])[N:10]([CH:14]3[CH2:19][CH2:18][N:17]([C:20]4[N:25]=[CH:24][N:23]=[C:22]([C:26](O)=[O:27])[CH:21]=4)[CH2:16][CH2:15]3)[CH2:9][CH2:8][C:7]=2[CH:29]=1.[NH:30]1[C:38]2[C:33](=[CH:34][CH:35]=[CH:36][CH:37]=2)[CH2:32][CH:31]1[CH2:39][OH:40].CN(C(ON1N=NC2C=CC=CC1=2)=[N+](C)C)C.[B-](F)(F)(F)F>CN(C=O)C>[OH:40][CH2:39][CH:31]1[CH2:32][C:33]2[C:38](=[CH:37][CH:36]=[CH:35][CH:34]=2)[N:30]1[C:26]([C:22]1[N:23]=[CH:24][N:25]=[C:20]([N:17]2[CH2:16][CH2:15][CH:14]([N:10]3[CH2:9][CH2:8][C:7]4[CH:29]=[C:3]([O:2][CH3:1])[CH:4]=[CH:5][C:6]=4[NH:12][C:11]3=[O:13])[CH2:19][CH2:18]2)[CH:21]=1)=[O:27] |f:2.3|. Procedure details: 100 mg (0.25 mmol) 6-[4-(7-methoxy-2-oxo-1,2,4,5-tetrahydro-1,3-benzodiazepin-3-yl)-piperidin-1-yl]-pyrimidine-4-carboxylic acid and 45 mg (0.30 mmol) (2,3-dihydro-1H-indole-2-yl)-methanol in 50 μL (0.36 mmol) TEA and 0.90 mL DMF were combined with 85 mg (0.27 mmol) TBTU and stirred overnight at RT. Then the reaction mixture was purified by preparative HPLC-MS. The product-containing fractions were combined and partially evaporated down. The precipitate formed was suction filtered and dried. Reactants: CC=1C=C(C=CC1)N=C=O (3-Methylphenyl isocyanate), NCC(=O)N(C1=CC=CC=C1)C1=CC=CC=C1 (2-amino-N,N-diphenylacetamide). The solvent is O1CCCC1 (tetrahydrofuran). Run at temperature 25 celsius, time 4 hour. The product is C1(=CC=CC=C1)N(C(CNC(=O)NC1=CC(=CC=C1)C)=O)C1=CC=CC=C1 (N,N-diphenyl-2-[3-(3-methylphenyl)ureido]acetamide). The yield is 50.4%. RXN SMILES: [CH3:1][C:2]1[CH:3]=[C:4]([N:8]=[C:9]=[O:10])[CH:5]=[CH:6][CH:7]=1.[NH2:11][CH2:12][C:13]([N:15]([C:22]1[CH:27]=[CH:26][CH:25]=[CH:24][CH:23]=1)[C:16]1[CH:21]=[CH:20][CH:19]=[CH:18][CH:17]=1)=[O:14]>O1CCCC1>[C:16]1([N:15]([C:22]2[CH:27]=[CH:26][CH:25]=[CH:24][CH:23]=2)[C:13](=[O:14])[CH2:12][NH:11][C:9]([NH:8][C:4]2[CH:5]=[CH:6][CH:7]=[C:2]([CH3:1])[CH:3]=2)=[O:10])[CH:17]=[CH:18][CH:19]=[CH:20][CH:21]=1. Reported procedure: 3-Methylphenyl isocyanate (0.59 g) is added at a temperature in the region of 25° C. to a solution of 2-amino-N,N-diphenylacetamide (1 g) in anhydrous tetrahydrofuran (20 cc). The suspension obtained is stirred for 4 hours at a temperature in the region of 25° C. and the insoluble product is separated by filtration. After recrystallization in acetonitrile, N,N-diphenyl-2-[3-(3-methylphenyl)ureido]acetamide (0.8 g), m.p. 240° C., is obtained. The reactants are C(C)(=O)OCC (ethyl acetate), COC(C1=C(C=C(C=C1Cl)Cl)CBr)=O (2-Bromomethyl-4,6-dichloro-benzoic acid methyl ester), FC(OC1=CC=C(CN)C=C1)F (4-difluoromethoxy-benzyl amine), C(=O)([O-])[O-].[K+].[K+] (K2CO3). Run in C1(=CC=CC=C1)C (toluene), CCCCCC (hexane). Procedure details: A mixture of 2-Bromomethyl-4,6-dichloro-benzoic acid methyl ester (0.150 g, 0.5 mmol), 4-difluoromethoxy-benzyl amine (0.101 g, 0.6 mmol), and K2CO3 (0.138 g, 1.0 mmol) in toluene (4 mL) was heated with stirring at 100° C. for 2 h. Workup and silica gel column chromatography of the product using 30% ethyl acetate in hexane afforded 5,7-dichloro-2-(4-difluoromethoxy-benzyl)-2,3-dihydro-isoindol-1-one (0.036 g, 20%). 1H NMR (300 MHz, CDCl3): δ (ppm) 4.22 (s, 2H), 4.74 (s, 214), 6.49 (t, 1H) 7.11 (... The yield is 20.1%. RXN SMILES: CO[C:3](=[O:14])[C:4]1[C:9]([Cl:10])=[CH:8][C:7]([Cl:11])=[CH:6][C:5]=1[CH2:12]Br.[F:15][CH:16]([F:26])[O:17][C:18]1[CH:25]=[CH:24][C:21]([CH2:22][NH2:23])=[CH:20][CH:19]=1.C([O-])([O-])=O.[K+].[K+].C(OCC)(=O)C>C1(C)C=CC=CC=1.CCCCCC>[Cl:11][C:7]1[CH:6]=[C:5]2[C:4](=[C:9]([Cl:10])[CH:8]=1)[C:3](=[O:14])[N:23]([CH2:22][C:21]1[CH:20]=[CH:19][C:18]([O:17][CH:16]([F:15])[F:26])=[CH:25][CH:24]=1)[CH2:12]2 |f:2.3.4|. Product: ClC=1C=C2CN(C(C2=C(C1)Cl)=O)CC1=CC=C(C=C1)OC(F)F (5,7-dichloro-2-(4-difluoromethoxy-benzyl)-2,3-dihydro-isoindol-1-one). Conditions: temperature 100 celsius, time 2 hour.